Dataset: the Open Reaction Database (ORD), a public repository of structured organic reaction records. Task: describe an organic reaction: reactants, conditions, products, and yield Starting materials: FC(C1=CC=C(C=C1)C=1C=2N(C=CC1)N=C(N2)N)(F)F (8-(4-trifluoromethyl-phenyl)-[1,2,4]triazolo[1,5-a]pyridin-2-ylamine), BrC=1C=C(C=CC1)N1CCN(CC1)C (1-(3-bromo-phenyl)-4-methyl-piperazine), C1(CCCCC1)P(C1=C(C=CC=C1)C1=C(C=CC=C1)P(C1CCCCC1)C1CCCCC1)C1CCCCC1 (2,2′-bis-dicyclohexylphosphanyl-biphenyl). Product: CN1CCN(CC1)C=1C=C(C=CC1)NC1=NN2C(C(=CC=C2)C2=CC=C(C=C2)C(F)(F)F)=N1 ([3-(4-Methyl-piperazin-1-yl)-phenyl]-[8-(4-trifluoromethyl-phenyl)-[1,2,4]triazolo[1,5-a]pyridin-2-yl]-amine), solid. The yield is 35.0%. As a reaction SMILES: [F:1][C:2]([F:20])([F:19])[C:3]1[CH:8]=[CH:7][C:6]([C:9]2[C:10]3[N:11]([N:15]=[C:16]([NH2:18])[N:17]=3)[CH:12]=[CH:13][CH:14]=2)=[CH:5][CH:4]=1.Br[C:22]1[CH:23]=[C:24]([N:28]2[CH2:33][CH2:32][N:31]([CH3:34])[CH2:30][CH2:29]2)[CH:25]=[CH:26][CH:27]=1.C1(P(C2CCCCC2)C2C=CC=CC=2C2C=CC=CC=2P(C2CCCCC2)C2CCCCC2)CCCCC1>>[CH3:34][N:31]1[CH2:32][CH2:33][N:28]([C:24]2[CH:25]=[C:26]([NH:18][C:16]3[N:17]=[C:10]4[C:9]([C:6]5[CH:7]=[CH:8][C:3]([C:2]([F:1])([F:19])[F:20])=[CH:4][CH:5]=5)=[CH:14][CH:13]=[CH:12][N:11]4[N:15]=3)[CH:27]=[CH:22][CH:23]=2)[CH2:29][CH2:30]1. Procedure details: [3-(4-Methyl-piperazin-1-yl)-phenyl]-[8-(4-trifluoromethyl-phenyl)-[1,2,4]triazolo[1,5-a]pyridin-2-yl]-amine was prepared from 8-(4-trifluoromethyl-phenyl)-[1,2,4]triazolo[1,5-a]pyridin-2-ylamine (75.0 mg, 0.270 mmol) and 1-(3-bromo-phenyl)-4-methyl-piperazine (80.0 mg, 0.314 mmol) with 2,2′-bis-dicyclohexylphosphanyl-biphenyl (30.0 mg, 0.0549 mmol) as the ligand in a manner analogous to Step 2d and was isolated as a yellow solid (0.043 g, 35%). MP=234-236° C. 1H NMR (400 MHz, CDCl3, δ, ppm): 8.... The reactants are C(C)OC(CCCCCCCC=C)=O (9-decenoic acid ethyl ester), FC1=C(C=C)C=CC=C1 (2-fluorostyrene), dichloro(1,3-dimesityl-4,5-dihydroimidazol-2-ylidene)(phenylmethylene)(tri-cyclohexylphosphine)ruthenium. Solvent: ClCCl (dichloromethane). Reaction conditions: temperature 40 celsius. The product is C(C)OC(CCCCCCCC=CC1=C(C=CC=C1)F)=O (10-(2-fluoro-phenyl)-dec-9-enoic acid ethyl ester). The yield is 56.8%. As a reaction SMILES: [CH2:1]([O:3][C:4](=[O:14])[CH2:5][CH2:6][CH2:7][CH2:8][CH2:9][CH2:10][CH2:11][CH:12]=[CH2:13])[CH3:2].[F:15][C:16]1[CH:23]=[CH:22][CH:21]=[CH:20][C:17]=1C=C>ClCCl>[CH2:1]([O:3][C:4](=[O:14])[CH2:5][CH2:6][CH2:7][CH2:8][CH2:9][CH2:10][CH2:11][CH:12]=[CH:13][C:17]1[CH:20]=[CH:21][CH:22]=[CH:23][C:16]=1[F:15])[CH3:2]. Procedure details: To a solution of 9-decenoic acid ethyl ester (Tetrahedron 2003, 59, 7973; 500 mg, 2.53 mmol) and 2-fluorostyrene (617 mg, 5.05 mmol) in dichloromethane (12.5 mL) was added dichloro(1,3-dimesityl-4,5-dihydroimidazol-2-ylidene)(phenylmethylene)(tri-cyclohexylphosphine)ruthenium (107 mg, 0.13 mmol). The mixture was flushed with nitrogen and sealed in a pressure tube, then heated at 40° C. for 18 h. After cooling and evaporation of the solvent, the product was purified by chromatography (SiO2, hepta... Starting materials: CO (methanol), 1,1,1-tribromo-2,2-(4-hydroxyphenyl)ethane, [OH-].[K+] (Potassium hydroxide), BrC(=C(C1=CC=C(C=C1)OC#N)C1=CC=C(C=C1)OC#N)Br (1,1-dibromo-2,2-bis(4-cyanatophenyl)ethylene), Cl (HCl). Run in O (water). Run at temperature 20 celsius, time 2 hour. Yields the product BrC(=C(C1=CC=C(C=C1)O)C1=CC=C(C=C1)O)Br (1,1-dibromo-2,2-bis(4-hydroxyphenyl)ethene). Reaction SMILES: CO.[OH-].[K+].[Br:5][C:6]([Br:26])=[C:7]([C:17]1[CH:22]=[CH:21][C:20]([O:23]C#N)=[CH:19][CH:18]=1)[C:8]1[CH:13]=[CH:12][C:11]([O:14]C#N)=[CH:10][CH:9]=1.Cl>O>[Br:5][C:6]([Br:26])=[C:7]([C:17]1[CH:22]=[CH:21][C:20]([OH:23])=[CH:19][CH:18]=1)[C:8]1[CH:9]=[CH:10][C:11]([OH:14])=[CH:12][CH:13]=1 |f:1.2|. Procedure: A 4-necked 5-liter flask, equipped with a mechanical stirrer, a thermometer, and a condenser, is charged with methanol (800 g). Potassium hydroxide (440 g) is added in portions to the methanol solution. After the addition, the solution is cooled to 20° C. To this stirring solution, 1,1,1-tribromo-2,2-(4-hydroxyphenyl)ethane (420 g) is added in portions. The reaction temperature is kept below 40° C. After the addition, the temperature is raised to 50° C. and kept for 2 hours. The reaction mixture... The reactants are [H-].[Na+] (Sodium hydride), C(C1=CC=CC=C1)OC(N[C@@H]1C(NCC1)=O)=O ([2-oxopyrrolidin-3-(S)-yl]-carbamic acid benzyl ester), C(C#C)Br (propargyl bromide). Run in C1CCOC1.CN(C)C=O (THF DMF). Conditions: time 5 minute. Yields the product C(C1=CC=CC=C1)OC(N[C@@H]1C(N(CC1)CC#C)=O)=O ((2-Oxo-1-prop-2-ynyl-pyrrolidin-3-(S)-yl)-carbamic acid benzyl ester). Isolated yield 100.0%. RXN SMILES: [H-].[Na+].[CH2:3]([O:10][C:11](=[O:19])[NH:12][C@H:13]1[CH2:17][CH2:16][NH:15][C:14]1=[O:18])[C:4]1[CH:9]=[CH:8][CH:7]=[CH:6][CH:5]=1.[CH2:20](Br)[C:21]#[CH:22]>C1COCC1.CN(C=O)C>[CH2:3]([O:10][C:11](=[O:19])[NH:12][C@H:13]1[CH2:17][CH2:16][N:15]([CH2:22][C:21]#[CH:20])[C:14]1=[O:18])[C:4]1[CH:5]=[CH:6][CH:7]=[CH:8][CH:9]=1 |f:0.1,4.5|. Procedure details: Sodium hydride (1.11 g, 27.7 mmol, 60% mineral oil dispersion) is added to a solution of [2-oxopyrrolidin-3-(S)-yl]-carbamic acid benzyl ester (6.20 g, 26.4 mmol) in THF/DMF (88 mL, 3/1 v/v) at 0° C. The mixture is stirred for 5 min. then propargyl bromide (4.4 mL, 49.4 mmol) is added dropwise. The resulting solution is stirred for 1 h then brought to room temperature and stirred for 2 h. The reaction is quenched with saturated ammonium chloride solution then diluted with ethyl acetate and washe... The reactants are C(C)(C)(C)OC(=O)N1CCC(CC1)C1=NC=NC2=CC(=CC=C12)OCCCOS(=O)(=O)C (4-[7-(3-methanesulfonyloxy-propoxy)-quinazolin-4-yl]-piperidine-1-carboxylic acid tert-butyl ester), Cl.CO (HCl MeOH), [N+](=O)([O-])C1=CC=C(C=C1)OC(NC1=CC=C(C=C1)OC(C)C)=O ((4-isopropoxy-phenyl)-carbamic acid 4-nitrophenyl ester). Run at time 2 hour. Product: C(C)(C)OC1=CC=C(C=C1)NC(=O)N1CCC(CC1)C1=NC=NC2=CC(=CC=C12)OCCCOS(=O)(=O)C (Methanesulfonic acid 3-{4-[1-(4-isopropoxy-phenylcarbamoyl)-piperidin-4-yl]-quinazolin-7-yloxy}-propyl ester). The yield is 73.7%. Reaction SMILES: C(O[C:6]([N:8]1[CH2:13][CH2:12][CH:11]([C:14]2[C:23]3[C:18](=[CH:19][C:20]([O:24][CH2:25][CH2:26][CH2:27][O:28][S:29]([CH3:32])(=[O:31])=[O:30])=[CH:21][CH:22]=3)[N:17]=[CH:16][N:15]=2)[CH2:10][CH2:9]1)=[O:7])(C)(C)C.Cl.CO.[N+](C1C=CC(OC(=O)[NH:47][C:48]2[CH:53]=[CH:52][C:51]([O:54][CH:55]([CH3:57])[CH3:56])=[CH:50][CH:49]=2)=CC=1)([O-])=O>>[CH:55]([O:54][C:51]1[CH:52]=[CH:53][C:48]([NH:47][C:6]([N:8]2[CH2:13][CH2:12][CH:11]([C:14]3[C:23]4[C:18](=[CH:19][C:20]([O:24][CH2:25][CH2:26][CH2:27][O:28][S:29]([CH3:32])(=[O:31])=[O:30])=[CH:21][CH:22]=4)[N:17]=[CH:16][N:15]=3)[CH2:10][CH2:9]2)=[O:7])=[CH:49][CH:50]=1)([CH3:57])[CH3:56] |f:1.2|. Reported procedure: To 4-[7-(3-methanesulfonyloxy-propoxy)-quinazolin-4-yl]-piperidine-1-carboxylic acid tert-butyl ester (0.1 mmol), prepared as described in Example 115, was added 3M HCl/MeOH (2 mL) and the mixture was stirred at rt for 2 h and then concentrated in vacuo and the residue was dissolved in a 1:1 mixture of DCM:MeOH, neutralized with excess Et3N and treated with (4-isopropoxy-phenyl)-carbamic acid 4-nitrophenyl ester (0.11 mmol), which was prepared as described in Example 1a. The mixture was stirred ... The reactants are C(C)OC(=O)C=1NC=C2C1NC=1CN(CC(C1C2C=2OC(=CC2)SC2=NC1=C(N2)C=C(C(=C1)F)Cl)=O)OC(C)(C)C (6-tert-butyloxy-9-[5-(6-chloro-5-fluoro-1H-benzimidazol-2-ylsulfanyl)-furan-2-yl]-8-oxo-2,4,5,7,8,9-hexahydro-pyrrolo[3,4-b]-1,7-naphthyridine-3-carboxylic acid ethyl ester), Cl (HCl). The solvent is O1CCOCC1 (dioxane), O1CCOCC1 (dioxane). Conditions: time 16 hour. Product: Cl.C(C)OC(=O)C=1NC=C2C1NC=1CNCC(C1C2C=2OC(=CC2)SC2=NC1=C(N2)C=C(C(=C1)F)Cl)=O (9-[5-(6-chloro-5-fluoro-1H-benzimidazol-2-ylsulfanyl)-furan-2-yl]-8-oxo-4,5,6,7,8,9-hexahydro-2H-pyrrolo[3,4-b]-1,7-naphthyridine-3-carboxylic acid ethyl ester hydrochloride). Yield: 183.1%. Reaction SMILES: [CH2:1]([O:3][C:4]([C:6]1[NH:7][CH:8]=[C:9]2[CH:18]([C:19]3[O:20][C:21]([S:24][C:25]4[NH:29][C:28]5[CH:30]=[C:31]([Cl:35])[C:32]([F:34])=[CH:33][C:27]=5[N:26]=4)=[CH:22][CH:23]=3)[C:17]3[C:16](=[O:36])[CH2:15][N:14](OC(C)(C)C)[CH2:13][C:12]=3[NH:11][C:10]=12)=[O:5])[CH3:2].Cl>O1CCOCC1>[ClH:35].[CH2:1]([O:3][C:4]([C:6]1[NH:7][CH:8]=[C:9]2[CH:18]([C:19]3[O:20][C:21]([S:24][C:25]4[NH:29][C:28]5[CH:30]=[C:31]([Cl:35])[C:32]([F:34])=[CH:33][C:27]=5[N:26]=4)=[CH:22][CH:23]=3)[C:17]3[C:16](=[O:36])[CH2:15][NH:14][CH2:13][C:12]=3[NH:11][C:10]=12)=[O:5])[CH3:2] |f:3.4|. Reported procedure: A solution of 6-tert-butyloxy-9-[5-(6-chloro-5-fluoro-1H-benzimidazol-2-ylsulfanyl)-furan-2-yl]-8-oxo-2,4,5,7,8,9-hexahydro-pyrrolo[3,4-b]-1,7-naphthyridine-3-carboxylic acid ethyl ester (0.376 g, 0.60 mmol) in dioxane (20 ml) is combined with 4 N HCl in dioxane (2.17 ml) and the mixture is stirred at room temperature for 16 hours. The formed insoluble material is collected by filtration, washed with dioxane (40 ml), pentane (40 ml), diisopropylether (40 ml) and dried under vacuum to yield 310 m... The reactants are hydrochloride salt, FC(C1=CC=C(C=C1)N=C=O)(F)F (p-trifluoromethylphenylisocyanate), ( 5 ), N=C1N(CCCC1)C (2-imino-1 -methylpiperidine), [OH-].[Na+] (NaOH). Run in O (water). Reaction conditions: time 4 hour. Product: CN1C(CCCC1)=NC(=O)NC1=CC=C(C=C1)C(F)(F)F (1-(1 -methyl-2 -piperidylidene)-3-(4-trifluoromethylphenyl)urea). RXN SMILES: [NH:1]=[C:2]1[CH2:7][CH2:6][CH2:5][CH2:4][N:3]1[CH3:8].[OH-].[Na+].[F:11][C:12]([F:23])([F:22])[C:13]1[CH:18]=[CH:17][C:16]([N:19]=[C:20]=[O:21])=[CH:15][CH:14]=1>O>[CH3:8][N:3]1[CH2:4][CH2:5][CH2:6][CH2:7][C:2]1=[N:1][C:20]([NH:19][C:16]1[CH:15]=[CH:14][C:13]([C:12]([F:11])([F:22])[F:23])=[CH:18][CH:17]=1)=[O:21] |f:1.2|. Reported procedure: The hydrochloride salt of 2-imino-1 -methylpiperidine (7.60 g.; 0.068 mole) is converted to free base by adding 7 ml. of NaOH (50%) to an aqueous slurry (using a minimal amount of water) of the salt and then extracting with benzene. After drying over K 2 CO 3, the benzene solution is filtered through diatomaceous earth. A benzene solution of 12.73 g. (0.068 mole) of p-trifluoromethylphenylisocyanate [prepared according to Inukai and Maki, Kogyo Kagaku Zasshi, 67 (5) 807-9 (1964[ is added to the ... Starting materials: O1CCCC1 (tetrahydrofuran), solution, N (ammonia), FC(C=1C=C(C=CC1)C1=CC=C(C=N1)N1CCN(CC1)C(=O)OCC(=O)OCC)(F)F (2-(ethyloxy)-2-oxoethyl 4-{6-[3-(trifluoromethyl)phenyl]-3-pyridyl}-1-piperazinecarboxylate). Run in 1/1, CO (methanol), CO (methanol). Reaction conditions: time 22 hour. Yields the product FC(C=1C=C(C=CC1)C1=CC=C(C=N1)N1CCN(CC1)C(=O)OCC(=O)N)(F)F (2-amino-2-oxoethyl 4-{6-[3-(trifluoromethyl)phenyl]-3-pyridyl}-1-piperazinecarboxylate). Reaction SMILES: [NH3:1].[F:2][C:3]([F:32])([F:31])[C:4]1[CH:5]=[C:6]([C:10]2[N:15]=[CH:14][C:13]([N:16]3[CH2:21][CH2:20][N:19]([C:22]([O:24][CH2:25][C:26](OCC)=[O:27])=[O:23])[CH2:18][CH2:17]3)=[CH:12][CH:11]=2)[CH:7]=[CH:8][CH:9]=1.O1CCCC1>CO>[F:2][C:3]([F:31])([F:32])[C:4]1[CH:5]=[C:6]([C:10]2[N:15]=[CH:14][C:13]([N:16]3[CH2:21][CH2:20][N:19]([C:22]([O:24][CH2:25][C:26]([NH2:1])=[O:27])=[O:23])[CH2:18][CH2:17]3)=[CH:12][CH:11]=2)[CH:7]=[CH:8][CH:9]=1. Procedure details: 5.90 ml (41.40 mmol) of a solution of ammonia (7N) in methanol are added to a solution of 0.30 g (0.69 mmol) of 2-(ethyloxy)-2-oxoethyl 4-{6-[3-(trifluoromethyl)phenyl]-3-pyridyl}-1-piperazinecarboxylate, obtained in step 7.5. of Example 7, in 6 ml of a 1/1 mixture of methanol and tetrahydrofuran. Stirring is continued at room temperature for 22 hours. After concentrating under reduced pressure, the residue obtained is purified by chromatography on silica gel, eluting with a 96/4 mixture of dich...